describe an organic reaction: reactants, conditions, products, and yield From a dataset of the Open Reaction Database (ORD), a public repository of structured organic reaction records. Reactants: C(C1=CC=CC=C1)NC(C1=CC(=NC=C1)Cl)=O (N-benzyl-2-chloroisonicotinamide), C1(=CC=CC=C1)C1=CC(NC=C1)=O (4-phenylpyridin-2(1H)-one), C([O-])([O-])=O.[K+].[K+] (potassium carbonate). The reagents and catalysts are [Cu]I (copper(I) iodide). The solvent is CN(C=O)C (N,N-dimethylformamide). Reaction conditions: temperature 130 celsius. Product: C(C1=CC=CC=C1)NC(C1=CC(=NC=C1)N1C(C=C(C=C1)C1=CC=CC=C1)=O)=O (N-benzyl-2-(2-oxo-4-phenylpyridin-1(2H)-yl)isonicotinamide). Isolated yield 28.8%. RXN SMILES: [CH2:1]([NH:8][C:9](=[O:17])[C:10]1[CH:15]=[CH:14][N:13]=[C:12](Cl)[CH:11]=1)[C:2]1[CH:7]=[CH:6][CH:5]=[CH:4][CH:3]=1.[C:18]1([C:24]2[CH:29]=[CH:28][NH:27][C:26](=[O:30])[CH:25]=2)[CH:23]=[CH:22][CH:21]=[CH:20][CH:19]=1.C(=O)([O-])[O-].[K+].[K+]>CN(C)C=O.[Cu]I>[CH2:1]([NH:8][C:9](=[O:17])[C:10]1[CH:15]=[CH:14][N:13]=[C:12]([N:27]2[CH:28]=[CH:29][C:24]([C:18]3[CH:19]=[CH:20][CH:21]=[CH:22][CH:23]=3)=[CH:25][C:26]2=[O:30])[CH:11]=1)[C:2]1[CH:7]=[CH:6][CH:5]=[CH:4][CH:3]=1 |f:2.3.4|. Reported procedure: A degassed mixture of N-benzyl-2-chloroisonicotinamide (0.25 g, 1.01 mmol), 4-phenylpyridin-2(1H)-one (0.17 g, 0.91 mmol), potassium carbonate (0.20 g, 1.44 mmol), 8-hydroxyquiniline (0.02 g, 0.14 mmol) and copper(I) iodide (0.03 g, 0.14 mmol) in N,N-dimethylformamide (3.0 mL) was heated at 130° C. for 18 hours. The resulting solution was cooled to ambient temperature, quenched with ammonium hydroxide solution (10 mL) and extracted with ethyl acetate (2×25 mL). The organic solution was dried ove... Reactants: BrC1=C(C=C(C=C1)Cl)C(CCC(C(F)(F)F)(F)F)=O (1-(2-bromo-5-chlorophenyl)-4,4,5,5,5-pentafluoropentan-1-one), C(=N)(N)NN.Cl (aminoguanidine hydrochloride), B(F)(F)F.CCOCC (boron trifluoride diethyl etherate). The solvent is CO (methanol). Run at temperature 100 celsius. Yields the product BrC1=C(C=C(C=C1)Cl)\C(\CCC(C(F)(F)F)(F)F)=N\NC(N)=N ((2E)-2-[1-(2-bromo-5-chlorophenyl)-4,4,5,5,5-pentafluoropentylidene]hydrazinecarboximidamide). As a reaction SMILES: [Br:1][C:2]1[CH:7]=[CH:6][C:5]([Cl:8])=[CH:4][C:3]=1[C:9](=O)[CH2:10][CH2:11][C:12]([F:18])([F:17])[C:13]([F:16])([F:15])[F:14].[C:20]([NH:23][NH2:24])([NH2:22])=[NH:21].Cl.B(F)(F)F.CCOCC>CO>[Br:1][C:2]1[CH:7]=[CH:6][C:5]([Cl:8])=[CH:4][C:3]=1/[C:9](=[N:24]/[NH:23][C:20](=[NH:21])[NH2:22])/[CH2:10][CH2:11][C:12]([F:18])([F:17])[C:13]([F:16])([F:15])[F:14] |f:1.2,3.4|. Procedure details: To a screw cap pressure vessel was added the intermediate from Step B (0.450 g, 1.2 mmol), aminoguanidine hydrochloride (0.456 g, 6.2 mmol), methanol (20 mL) and boron trifluoride diethyl etherate (0.94 mL, 7.4 mmol). The reaction solution was heated at 100° C. for 3 hours. The solution was concentrated and the residue partitioned between EtOAc and aqueous 1N NaOH. The organic phase was washed twice with aqueous 1N NaOH and brine (1×). The organic phase was dried over anhydrous magnesium sulfate... Reactants: C(C)(C)(C)Br (tert. butylbromide), [Cl-].[NH4+] (ammonium chloride), [Mg] (magnesium), Grignard reagent, C(C)(C)C1=NN2C(C=CC=C2)=C1C=O (2-isopropyl-3-formylpyrazolo[1,5-a]pyridine). The solvent is CCOCC (ether), CCOCC (ether), C1=CC=CC=C1 (benzene). Yields the product C(C)(C)C1=NN2C(C=CC=C2)=C1C(C(C)(C)C)O (2-Isopropyl-3-(1-hydroxy-2,2-dimethylpropyl)pyrazolo[1,5-a]pyridine). Isolated yield 52.0%. Reaction SMILES: [Mg].[C:2](Br)([CH3:5])([CH3:4])[CH3:3].[CH:7]([C:10]1[C:18]([CH:19]=[O:20])=[C:13]2[CH:14]=[CH:15][CH:16]=[CH:17][N:12]2[N:11]=1)([CH3:9])[CH3:8].[Cl-].[NH4+]>CCOCC.C1C=CC=CC=1>[CH:7]([C:10]1[C:18]([CH:19]([OH:20])[C:2]([CH3:5])([CH3:4])[CH3:3])=[C:13]2[CH:14]=[CH:15][CH:16]=[CH:17][N:12]2[N:11]=1)([CH3:9])[CH3:8] |f:3.4|. Reported procedure: To a suspension of 1.6 g of magnesium in 10 ml of dry ether was added a solution of 9.3 g of tert. butylbromide in 15 ml of dry ether under stirring. After the addition was completed, the stirring was continued for an hour at room temperature. To the Grignard reagent were added 2.5 g of 2-isopropyl-3-formylpyrazolo[1,5-a]pyridine in 5 ml of dry benzene under stirring. The mixture was stirred for an hour at room temperature and 11 hours at reflux temperature. The reaction mixture was treated with... The reactants are substituted anilines, ClC=1C=C(C=C(C1)Cl)N=NC1=CC(=CC(=C1)Cl)Cl (3,5,3'5'-tetrachloroazobenzene), azobenzenes, oxidized 3,5-dichloroaniline. RXN SMILES: Cl[C:2]1[CH:3]=[C:4]([N:9]=[N:10][C:11]2[CH:16]=[C:15](Cl)[CH:14]=[C:13](Cl)[CH:12]=2)[CH:5]=[C:6](Cl)[CH:7]=1>[O-2].[O-2].[Mn+4]>[N:9]([C:4]1[CH:3]=[CH:2][CH:7]=[CH:6][CH:5]=1)=[N:10][C:11]1[CH:16]=[CH:15][CH:14]=[CH:13][CH:12]=1 |f:1.2.3|. Product: N(=NC1=CC=CC=C1)C1=CC=CC=C1 (azobenzene). Reported procedure: The oxidation of substituted anilines to azobenzenes is a well-known procedure; oxidizing agents of various sorts are employed. Wheeler and Gonzalez (Reference 6) used manganese dioxide as their oxidizing agent; with this reagent they oxidized 3,5-dichloroaniline (II) to the corresponding 3,5,3'5'-tetrachloroazobenzene (VI) in yields above 90%. Wheeler and Gonzalez report their technique gives only a 10% yield of azobenzene when applied to 3,5-dichloro-4-nitroaniline (VII). ##STR3## Reagents/catalysts: [O-2].[O-2].[Mn+4] (manganese dioxide). Isolated yield 10.0%. Starting materials: [Cl-].O[NH3+] (hydroxylammonium chloride), C(O)([O-])=O.[Na+] (sodium hydrogen carbonate), CS(=O)C (dimethyl sulfoxide), C(CCC)C=1N=C(N(C(C1CC1=CC=C(C=C1)C=1C(=CC=CC1)C#N)=O)CC=1C(=NOC1C)C)C (4′-({4-butyl-1-[(3,5-dimethylisoxazol-4-yl)methyl]-2-methyl-6-oxo-1,6-dihydropyrimidin-5-yl}methyl)biphenyl-2-carbonitrile). Solvent: C(C)(=O)OCC (ethyl acetate). Conditions: temperature 40 celsius, time 30 minute. Product: C(CCC)C1=C(C(N(C(=N1)C)CC=1C(=NOC1C)C)=O)CC1=CC=C(C=C1)C1=C(C=CC=C1)C1=NOC(N1)=O (6-butyl-3-[(3,5-dimethylisoxazol-4-yl)methyl]-2-methyl-5-{[2′-(5-oxo-4,5-dihydro-1,2,4-oxadiazol-3-yl)biphenyl-4-yl]methyl}pyrimidin-4(3H)-one). Isolated yield 53.7%. RXN SMILES: [Cl-].O[NH3+:3].[C:4](=[O:7])([O-])[OH:5].[Na+].CS(C)=O.[CH2:13]([C:17]1[N:18]=[C:19]([CH3:47])[N:20]([CH2:39][C:40]2[C:41]([CH3:46])=[N:42][O:43][C:44]=2[CH3:45])[C:21](=[O:38])[C:22]=1[CH2:23][C:24]1[CH:29]=[CH:28][C:27]([C:30]2[C:31]([C:36]#[N:37])=[CH:32][CH:33]=[CH:34][CH:35]=2)=[CH:26][CH:25]=1)[CH2:14][CH2:15][CH3:16]>C(OCC)(=O)C>[CH2:13]([C:17]1[N:18]=[C:19]([CH3:47])[N:20]([CH2:39][C:40]2[C:41]([CH3:46])=[N:42][O:43][C:44]=2[CH3:45])[C:21](=[O:38])[C:22]=1[CH2:23][C:24]1[CH:25]=[CH:26][C:27]([C:30]2[CH:35]=[CH:34][CH:33]=[CH:32][C:31]=2[C:36]2[NH:3][C:4](=[O:7])[O:5][N:37]=2)=[CH:28][CH:29]=1)[CH2:14][CH2:15][CH3:16] |f:0.1,2.3|. Procedure: A mixture of hydroxylammonium chloride (0.57 g), sodium hydrogen carbonate (0.78 g) and dimethyl sulfoxide (6 mL) was stirred at 40° C. for 30 min, 4′-({4-butyl-1-[(3,5-dimethylisoxazol-4-yl)methyl]-2-methyl-6-oxo-1,6-dihydropyrimidin-5-yl}methyl)biphenyl-2-carbonitrile (0.43 g) was added, and the mixture was stirred at 90° C. for 16 hr. The reaction mixture was diluted with ethyl acetate, washed with water and then with saturated brine, and dried over anhydrous magnesium sulfate. The solvent wa... Starting materials: O=C([O-])[O-], CCCc1cnc(N2CCC(OS(C)(=O)=O)CC2)nc1, CCOC(C)=O, O=c1cc(O)c(Cl)c[nH]1, [Cs+], [Cs+], CN(C)C=O. Yields the product CCCc1cnc(N2CCC(Oc3cc(=O)[nH]cc3Cl)CC2)nc1. As a reaction SMILES: [C:30](=[O:31])([O-:32])[O-:33].[CH3:1][S:2](=[O:3])(=[O:4])[O:5][CH:6]1[CH2:7][CH2:8][N:9]([c:12]2[n:13][cH:14][c:15]([CH2:18][CH2:19][CH3:20])[cH:16][n:17]2)[CH2:10][CH2:11]1.[CH3:41][CH2:42][O:43][C:44]([CH3:45])=[O:46].[Cl:21][c:22]1[c:23]([OH:29])[cH:24][c:25](=[O:28])[nH:26][cH:27]1.[Cs+:34].[Cs+:35].[O:36]=[CH:37][N:38]([CH3:39])[CH3:40]>>[O:5]([CH:6]1[CH2:7][CH2:8][N:9]([c:12]2[n:13][cH:14][c:15]([CH2:18][CH2:19][CH3:20])[cH:16][n:17]2)[CH2:10][CH2:11]1)[c:23]1[c:22]([Cl:21])[cH:27][nH:26][c:25](=[O:28])[cH:24]1. Starting materials: [Al+3], CO, Cl, [H-], [H-], [H-], [H-], [Li+], C1CCOC1, COC(=O)CCc1ccc(OCCCCOc2ccccc2)cc1. The product is OCCCc1ccc(OCCCCOc2ccccc2)cc1. As a reaction SMILES: [Al+3:2].[CH3:31][OH:32].[ClH:33].[H-:1].[H-:4].[H-:5].[H-:6].[Li+:3].[O:34]1[CH2:35][CH2:36][CH2:37][CH2:38]1.[O:7]([c:8]1[cH:9][cH:10][cH:11][cH:12][cH:13]1)[CH2:14][CH2:15][CH2:16][CH2:17][O:18][c:19]1[cH:20][cH:21][c:22]([CH2:25][CH2:26][C:27](=[O:28])[O:29][CH3:30])[cH:23][cH:24]1>>[O:7]([c:8]1[cH:9][cH:10][cH:11][cH:12][cH:13]1)[CH2:14][CH2:15][CH2:16][CH2:17][O:18][c:19]1[cH:20][cH:21][c:22]([CH2:25][CH2:26][CH2:27][OH:28])[cH:23][cH:24]1. As a reaction SMILES: [CH3:1][O:2][C:3]1[CH:8]=[C:7]([O:9][CH3:10])[N:6]=[C:5]([O:11][C:12]2[C:13]([C:21]([O-:23])=[O:22])=[N:14][C:15]([N:18]([CH3:20])[CH3:19])=[CH:16][CH:17]=2)[N:4]=1.[K+].[CH2:25]([O:27][C:28]([O:30][CH:31](Cl)[CH3:32])=[O:29])[CH3:26].O>CN(C)C=O>[CH3:10][O:9][C:7]1[CH:8]=[C:3]([O:2][CH3:1])[N:4]=[C:5]([O:11][C:12]2[C:13]([C:21]([O:23][CH:25]([O:27][C:28]([O:30][CH2:31][CH3:32])=[O:29])[CH3:26])=[O:22])=[N:14][C:15]([N:18]([CH3:19])[CH3:20])=[CH:16][CH:17]=2)[N:6]=1 |f:0.1|. Solvent: CN(C=O)C (dimethylformamide). Product: COC1=NC(=NC(=C1)OC)OC=1C(=NC(=CC1)N(C)C)C(=O)OC(C)OC(=O)OCC (1-(ethoxycarbonyloxy)ethyl 3-(4,6-dimethoxypyrimidin-2-yl)oxy-6-dimethylaminopicolinate). Run at time 6 hour. Reactants: COC1=NC(=NC(=C1)OC)OC=1C(=NC(=CC1)N(C)C)C(=O)[O-].[K+] (potassium 3-(4,6-dimethoxypyrimidin-2-yl)oxy-6-dimethylaminopicolinate), C(C)OC(=O)OC(C)Cl (1-(ethoxycarbonyloxy) ethylchloride), O (water). Procedure: 2.0 g (5.6 mmol) of potassium 3-(4,6-dimethoxypyrimidin-2-yl)oxy-6-dimethylaminopicolinate and 0.8 g (5.7 mmol) of 1-(ethoxycarbonyloxy) ethylchloride were suspended in 5 ml of dimethylformamide, and were stirred at room temperature for 6 hours. The reaction mixture was poured into water, and was extracted with ethyl acetate twice. The organic layer was then washed with water and dried, and the solvent was distilled off to obtain a viscous product which was then column-purified to obtain an aime... Reactants: CCO, CO, O=C(O)CCCCC1SCC2NC(=O)NC21, OO, O=c1ccn(C2CC(O)C(COP(=O)(O)OP(=O)(O)OP(=O)(O)O)O2)c(=O)[nH]1, O=Cc1cc2ccc3ccc4ccc5ccc6ccc1c1c6c5c4c3c21. The product is O=c1ccn(C2CC(O)C(COP(=O)(O)OP(=O)(O)OP(=O)(O)O)O2)c(=O)[nH]1. Reaction SMILES: [CH3:71][CH2:72][OH:73].[CH3:76][OH:77].[CH:29]12[NH:30][C:31](=[O:32])[NH:33][CH:34]1[CH:35]([CH2:36][CH2:37][CH2:38][CH2:39][C:40](=[O:41])[OH:42])[S:43][CH2:44]2.[OH:74][OH:75].[P:1]([OH:2])(=[O:3])([O:4][P:5](=[O:6])([OH:7])[O:8][P:9](=[O:10])([OH:11])[OH:12])[O:13][CH2:14][CH:15]1[CH:16]([OH:28])[CH2:17][CH:18]([n:20]2[c:21](=[O:22])[nH:23][c:24](=[O:25])[cH:26][cH:27]2)[O:19]1.[c:45]1([CH:46]=[O:47])[c:48]2[c:49]3[c:50]4[c:51]([cH:52][cH:53][c:54]5[c:55]4[c:56]4[c:57]([cH:58][cH:59][c:60]6[c:61]4[c:62]3[c:63]([cH:64][cH:65]2)[cH:66][cH:67]6)[cH:68][cH:69]5)[cH:70]1>>[P:1](=[O:2])([OH:3])([O:4][P:5](=[O:6])([OH:7])[O:8][P:9](=[O:10])([OH:11])[OH:12])[O:13][CH2:14][CH:15]1[CH:16]([OH:28])[CH2:17][CH:18]([n:20]2[c:21](=[O:22])[nH:23][c:24](=[O:25])[cH:26][cH:27]2)[O:19]1. Starting materials: ClC1=CC(=CC(=C1N)[N+](=O)[O-])CC (6-chloro-4-ethyl-2-nitroaniline), OS(=O)(=O)O (H2SO4). The solvent is C(C)O (ethanol). Product: ClC=1C=C(C=C(C1)CC)[N+](=O)[O-] (3-Chloro-5-ethylnitrobenzene), oil. RXN SMILES: [Cl:1][C:2]1[C:7](N)=[C:6]([N+:9]([O-:11])=[O:10])[CH:5]=[C:4]([CH2:12][CH3:13])[CH:3]=1.OS(O)(=O)=O>C(O)C>[Cl:1][C:2]1[CH:7]=[C:6]([N+:9]([O-:11])=[O:10])[CH:5]=[C:4]([CH2:12][CH3:13])[CH:3]=1. Reported procedure: To 6-chloro-4-ethyl-2-nitroaniline (5.3 g) in ethanol (40 ml) was added c.H2SO4 (5 ml) dropwise. The solution was heated to reflux and solid NANO2 (4.55 g) was added in small portions over 25 minutes. After a further 1 h at reflux the mixture was poured onto ice and extracted with ethyl acetate. The organic phase was washed with water (×3) and brine (×3), dried over MGSO4 and evaporated. 3-Chloro-5-ethylnitrobenzene was isolated as a yellow oil (4.0 g) after silica chromatography. δ (60 MHz, CDC...